Dataset: the Open Reaction Database (ORD), a public repository of structured organic reaction records. Task: describe an organic reaction: reactants, conditions, products, and yield Starting materials: O=C1CCC(=O)N1Br, CC#N, COc1cccc2cc(C(OC)C3CC3)oc12. Product: COc1ccc(Br)c2cc(C(OC)C3CC3)oc12. Reaction SMILES: [Br:18][N:19]1[C:20](=[O:21])[CH2:22][CH2:23][C:24]1=[O:25].[CH3:26][C:27]#[N:28].[CH:1]1([CH:4]([c:5]2[o:6][c:7]3[c:8]([cH:9]2)[cH:10][cH:11][cH:12][c:13]3[O:14][CH3:15])[O:16][CH3:17])[CH2:2][CH2:3]1>>[CH:1]1([CH:4]([c:5]2[o:6][c:7]3[c:8]([cH:9]2)[c:10]([Br:18])[cH:11][cH:12][c:13]3[O:14][CH3:15])[O:16][CH3:17])[CH2:2][CH2:3]1. Reactants: NC=1C=C(C=CC1)C1=CC=C(C=C1)C(=O)O (3′-Aminobiphenyl-4-carboxylic acid), C([O-])([O-])=O.[K+].[K+] (potassium carbonate), C(C(C)C)(=O)Cl (isobutyryl chloride). Solvent: ClCCl (dichloromethane), [OH-].[Na+] (sodium hydroxide). Run at time 12 hour. Yields the product C(C(C)C)(=O)NC=1C=C(C=CC1)C1=CC=C(C=C1)C(=O)O (3′-Isobutyrylaminobiphenyl-4-carboxylic acid). RXN SMILES: [NH2:1][C:2]1[CH:3]=[C:4]([C:8]2[CH:13]=[CH:12][C:11]([C:14]([OH:16])=[O:15])=[CH:10][CH:9]=2)[CH:5]=[CH:6][CH:7]=1.C(=O)([O-])[O-].[K+].[K+].[C:23](Cl)(=[O:27])[CH:24]([CH3:26])[CH3:25]>ClCCl.[OH-].[Na+]>[C:23]([NH:1][C:2]1[CH:3]=[C:4]([C:8]2[CH:13]=[CH:12][C:11]([C:14]([OH:16])=[O:15])=[CH:10][CH:9]=2)[CH:5]=[CH:6][CH:7]=1)(=[O:27])[CH:24]([CH3:26])[CH3:25] |f:1.2.3,6.7|. Procedure: 3′-Aminobiphenyl-4-carboxylic acid (0.2 g) was mixed in dichloromethane with potassium carbonate (121 mg) and isobutyryl chloride (94 mg). After 12 hours, the mixture was diluted with sodium hydroxide solution and washed with diethyl ether. The aqueous phase was acidified with hydrochloric acid and extracted with ethyl acetate. The organic phase was dried over magnesium sulfate and concentrated. This resulted in the product with the molecular weight of 283.33 (C17H17NO3); MS (ESI): 284 (M+H+). Reactants: C(C1=CC=CC=C1)[C@]1(C(N(C(O1)=O)[C@H](C)C1=CC=CC=C1)=O)C(=O)NC(CO)C1=CC=CC=C1 ((5R)-5-Benzyl-N-(2-hydroxy-1-phenylethyl)-2,4-dioxo-3-[(1R)-1-phenylethyl]-1,3-oxazolidine-5-carboxamide), CC(=O)OI1(C=2C=CC=CC2C(=O)O1)(OC(=O)C)OC(=O)C (Dess-Martin periodinane), C([O-])(O)=O.[Na+] (sodium bicarbonate), S(=S)(=O)([O-])[O-].[Na+].[Na+] (sodium thiosulfate). Run in ClCCl (dichloromethane). Conditions: time 30 minute. The product is C(C1=CC=CC=C1)[C@]1(C(N(C(O1)=O)[C@H](C)C1=CC=CC=C1)=O)C(=O)NC(C=O)C1=CC=CC=C1 ((5R)-5-Benzyl-2,4-dioxo-N-(2-oxo-1-phenylethyl)-3-[(1R)-1-phenylethyl]-1,3-oxazolidine-5-carboxamide). Reaction SMILES: [CH2:1]([C@:8]1([C:23]([NH:25][CH:26]([C:29]2[CH:34]=[CH:33][CH:32]=[CH:31][CH:30]=2)[CH2:27][OH:28])=[O:24])[O:12][C:11](=[O:13])[N:10]([C@@H:14]([C:16]2[CH:21]=[CH:20][CH:19]=[CH:18][CH:17]=2)[CH3:15])[C:9]1=[O:22])[C:2]1[CH:7]=[CH:6][CH:5]=[CH:4][CH:3]=1.CC(OI1(OC(C)=O)(OC(C)=O)OC(=O)C2C=CC=CC1=2)=O.C(=O)(O)[O-].[Na+].S([O-])([O-])(=O)=S.[Na+].[Na+]>ClCCl>[CH2:1]([C@:8]1([C:23]([NH:25][CH:26]([C:29]2[CH:34]=[CH:33][CH:32]=[CH:31][CH:30]=2)[CH:27]=[O:28])=[O:24])[O:12][C:11](=[O:13])[N:10]([C@@H:14]([C:16]2[CH:21]=[CH:20][CH:19]=[CH:18][CH:17]=2)[CH3:15])[C:9]1=[O:22])[C:2]1[CH:3]=[CH:4][CH:5]=[CH:6][CH:7]=1 |f:2.3,4.5.6|. Procedure details: To the product from Step A (250 mg, 0.545 mmol) in dichloromethane (5 mL) was added Dess-Martin periodinane (358 mg, 0.818 mmol) and the mixture was stirred for 30 min. A 1:1 mixture of saturated aqueous sodium bicarbonate and saturated aqueous sodium thiosulfate (20 mL) was added and the mixture was stirred rapidly for 15 min. The layers were separated and the aqueous phase extracted with dichloromethane (3×10 mL). The combined organic phases were washed with saturated aqueous brine (1×15 mL), ... Reactants: CC(C)(C)OC(=O)Nc1ccc(C#Cc2ccccc2)cc1NC(=O)CC(=O)c1cccc(-c2ccccn2)c1, ClCCl, O=C(O)C(F)(F)F. Product: O=C1CC(c2cccc(-c3ccccn3)c2)=Nc2ccc(C#Cc3ccccc3)cc2N1. Reaction SMILES: [C:1]([O:2][C:3](=[O:4])[NH:7][c:8]1[c:9]([NH:22][C:23]([CH2:24][C:25](=[O:5])[c:26]2[cH:27][c:28](-[c:32]3[n:33][cH:34][cH:35][cH:36][cH:37]3)[cH:29][cH:30][cH:31]2)=[O:39])[cH:10][c:11]([C:14]#[C:15][c:16]2[cH:17][cH:18][cH:19][cH:20][cH:21]2)[cH:12][cH:13]1)([CH3:6])([CH3:38])[CH3:40].[Cl:48][CH2:49][Cl:50].[F:41][C:42]([F:43])([F:44])[C:45]([OH:46])=[O:47]>>[N:7]1=[C:25]([c:26]2[cH:27][c:28](-[c:32]3[n:33][cH:34][cH:35][cH:36][cH:37]3)[cH:29][cH:30][cH:31]2)[CH2:24][C:23](=[O:39])[NH:22][c:9]2[c:8]1[cH:13][cH:12][c:11]([C:14]#[C:15][c:16]1[cH:17][cH:18][cH:19][cH:20][cH:21]1)[cH:10]2. Reactants: C=CCN, Cc1csc2c(NC3CCCCC3)nc(Cl)nc12, O. Product: C=CCNc1nc(NC2CCCCC2)c2scc(C)c2n1, Cl. As a reaction SMILES: [CH2:1]([CH:2]=[CH2:3])[NH2:4].[Cl:5][c:6]1[n:7][c:8]([NH:16][CH:17]2[CH2:18][CH2:19][CH2:20][CH2:21][CH2:22]2)[c:9]2[c:10]([n:11]1)[c:12]([CH3:15])[cH:13][s:14]2.[OH2:23]>>[CH2:1]([CH:2]=[CH2:3])[NH:4][c:6]1[n:7][c:8]([NH:16][CH:17]2[CH2:18][CH2:19][CH2:20][CH2:21][CH2:22]2)[c:9]2[c:10]([n:11]1)[c:12]([CH3:15])[cH:13][s:14]2.[ClH:5]. Reactants: C(#N)C1=CC2=C(NC(=N2)C(CCC(=O)OC)C2=C3C=CNC3=C(C=C2OC)C)C=C1 ((±)-Methyl 4-(5-cyano-1H-benzo[d]imidazol-2-yl)-4-(5-methoxy-7-methyl-1H-indol-4-yl)butanoate), [OH-].[Na+] (NaOH). Run in CO (MeOH). Run at time 3 hour. Product: C(#N)C1=CC2=C(NC(=N2)C(CCC(=O)O)C2=C3C=CNC3=C(C=C2OC)C)C=C1 ((±)-4-(5-Cyano-1H-benzo[d]imidazol-2-yl)-4-(5-methoxy-7-methyl-1H-indol-4-yl)butanoic acid). Reaction SMILES: [C:1]([C:3]1[CH:30]=[CH:29][C:6]2[NH:7][C:8]([CH:10]([C:17]3[C:25]([O:26][CH3:27])=[CH:24][C:23]([CH3:28])=[C:22]4[C:18]=3[CH:19]=[CH:20][NH:21]4)[CH2:11][CH2:12][C:13]([O:15]C)=[O:14])=[N:9][C:5]=2[CH:4]=1)#[N:2].[OH-].[Na+]>CO>[C:1]([C:3]1[CH:30]=[CH:29][C:6]2[NH:7][C:8]([CH:10]([C:17]3[C:25]([O:26][CH3:27])=[CH:24][C:23]([CH3:28])=[C:22]4[C:18]=3[CH:19]=[CH:20][NH:21]4)[CH2:11][CH2:12][C:13]([OH:15])=[O:14])=[N:9][C:5]=2[CH:4]=1)#[N:2] |f:1.2|. Procedure details: (±)-Methyl 4-(5-cyano-1H-benzo[d]imidazol-2-yl)-4-(5-methoxy-7-methyl-1H-indol-4-yl)butanoate (Example 146-B) (40 mg, 0.099 mmol) was dissolved in MeOH (1 mL) and then added 1 N NaOH (248 μl, 0.248 mmol). The reaction was stirred at room temperature for 3 h, concentrated and then directly purified via RP-HPLC (HC-B) to obtain the title compound. 1H NMR (400 MHz, DMSO-d6) d ppm 10.92 (br. s., 1H) 7.61-8.32 (m, 1H) 7.47-7.51 (m, 2H) 7.13 (d, J=5.56 Hz, 1H) 6.79 (s, 1H) 5.99 (br. s., 1H) 4.90 (dd, ...